Dataset: the Open Reaction Database (ORD), a public repository of structured organic reaction records. Task: describe an organic reaction: reactants, conditions, products, and yield Starting materials: N1C(CNCC1)=O (piperazin-2-one), N(=C=O)C(C1=CC=CC=C1)C1=CC=CC=C1 ((isocyanatomethylene)dibenzene). Solvent: ClCCl (dichloromethane). Reaction conditions: time 2 hour. Yields the product C(C1=CC=CC=C1)(C1=CC=CC=C1)NC(=O)N1CC(NCC1)=O (N-benzhydryl-3-oxopiperazine-1-carboxamide). Isolated yield 75.0%. RXN SMILES: [NH:1]1[CH2:6][CH2:5][NH:4][CH2:3][C:2]1=[O:7].[N:8]([CH:11]([C:18]1[CH:23]=[CH:22][CH:21]=[CH:20][CH:19]=1)[C:12]1[CH:17]=[CH:16][CH:15]=[CH:14][CH:13]=1)=[C:9]=[O:10]>ClCCl>[CH:11]([NH:8][C:9]([N:4]1[CH2:5][CH2:6][NH:1][C:2](=[O:7])[CH2:3]1)=[O:10])([C:18]1[CH:19]=[CH:20][CH:21]=[CH:22][CH:23]=1)[C:12]1[CH:17]=[CH:16][CH:15]=[CH:14][CH:13]=1. Reported procedure: To a solution of piperazin-2-one (100 mg, 1 mmol) was added (isocyanatomethylene)dibenzene (209 mg, 1 mmol) in dichloromethane (5 mL). The solution was stirred for 2 hours at room temperature and concentrated in vacuo. The residue was diluted with EtOAc and then washed consecutively with saturated aqueous NaHCO3 and brine. The organic layer was dried (Na2SO4), filtered, and concentrated in vacuo. The crude material was purified by flash column chromatography (2:98 MeOH/DCM) to give desired compo... The reactants are CCc1ccc(N=C=O)cc1, CN(C)c1ccncc1, CN(CCO)C(=O)NCc1cccc(Cl)c1Cl, CN(C)C=O. Product: CCc1ccc(NC(=O)OCCN(C)C(=O)NCc2cccc(Cl)c2Cl)cc1. Reaction SMILES: [CH2:18]([CH3:19])[c:20]1[cH:21][cH:22][c:23]([N:26]=[C:27]=[O:28])[cH:24][cH:25]1.[CH3:34][N:35]([c:36]1[cH:37][cH:38][n:39][cH:40][cH:41]1)[CH3:42].[Cl:1][c:2]1[c:3]([CH2:4][NH:5][C:6]([N:7]([CH3:8])[CH2:9][CH2:10][OH:11])=[O:12])[cH:13][cH:14][cH:15][c:16]1[Cl:17].[O:29]=[CH:30][N:31]([CH3:32])[CH3:33]>>[Cl:1][c:2]1[c:3]([CH2:4][NH:5][C:6]([N:7]([CH3:8])[CH2:9][CH2:10][O:11][C:27]([NH:26][c:23]2[cH:22][cH:21][c:20]([CH2:18][CH3:19])[cH:25][cH:24]2)=[O:28])=[O:12])[cH:13][cH:14][cH:15][c:16]1[Cl:17]. RXN SMILES: [F:1][C:2]([F:25])([F:24])[C:3]1[CH:8]=[CH:7][C:6]([S:9]([N:12]2[CH2:17][CH2:16][O:15][C:14]3[N:18]=[CH:19][C:20]([C:22]#[N:23])=[CH:21][C:13]2=3)(=[O:11])=[O:10])=[CH:5][CH:4]=1.[CH3:26][C:27]([CH3:32])([CH2:30]N)[CH2:28][NH2:29].[S]>CCO>[CH3:26][C:27]1([CH3:32])[CH2:28][NH:29][C:22]([C:20]2[CH:19]=[N:18][C:14]3[O:15][CH2:16][CH2:17][N:12]([S:9]([C:6]4[CH:7]=[CH:8][C:3]([C:2]([F:24])([F:1])[F:25])=[CH:4][CH:5]=4)(=[O:10])=[O:11])[C:13]=3[CH:21]=2)=[N:23][CH2:30]1 |^3:32|. Isolated yield 48.1%. Run at temperature 80 celsius, time 6 hour. Procedure details: To a solution of 1-(4-(trifluoromethyl)phenylsulfonyl)-2,3-dihydro-1H-pyrido[2,3-b][1,4]oxazine-7-carbonitrile (30 mg, 0.081 mmol) in EtOH (2 mL) was added 2,2-dimethylpropane-1,3-diamine (41.5 mg, 0.406 mmol) and sulfur (41.7 mg, 0.162 mmol). The reaction was heated to 80° C. and stirred at that temperature for 6 h. LCMS analysis identified the product as the predominant component of the reaction mixture. The reaction mixture was concentrated in vacuo and the resulting paste was purified by fla... Yields the product CC1(CN=C(NC1)C1=CC2=C(OCCN2S(=O)(=O)C2=CC=C(C=C2)C(F)(F)F)N=C1)C (7-(5,5-dimethyl-1,4,5,6-tetrahydropyrimidin-2-yl)-1-(4-(trifluoromethyl)phenylsulfonyl)-2,3-dihydro-1H-pyrido[2,3-b][1,4]oxazine). The reactants are FC(C1=CC=C(C=C1)S(=O)(=O)N1C2=C(OCC1)N=CC(=C2)C#N)(F)F (1-(4-(trifluoromethyl)phenylsulfonyl)-2,3-dihydro-1H-pyrido[2,3-b][1,4]oxazine-7-carbonitrile), CC(CN)(CN)C (2,2-dimethylpropane-1,3-diamine), [S] (sulfur). Solvent: CCO (EtOH).